This data is from the Open Reaction Database (ORD), a public repository of structured organic reaction records. The task is: describe an organic reaction: reactants, conditions, products, and yield The reactants are C1CNCCN1, CS(C)=O, CSc1ncnc2c(N3CCCCC3)nc(Cl)nc12, O. Product: CSc1ncnc2c(N3CCCCC3)nc(N3CCNCC3)nc12. As a reaction SMILES: [CH2:20]1[CH2:21][NH:22][CH2:23][CH2:24][NH:25]1.[CH3:27][S:28]([CH3:29])=[O:30].[Cl:1][c:2]1[n:3][c:4]([N:14]2[CH2:15][CH2:16][CH2:17][CH2:18][CH2:19]2)[c:5]2[c:6]([n:7]1)[c:8]([S:12][CH3:13])[n:9][cH:10][n:11]2.[OH2:26]>>[c:2]1([N:22]2[CH2:21][CH2:20][NH:25][CH2:24][CH2:23]2)[n:3][c:4]([N:14]2[CH2:15][CH2:16][CH2:17][CH2:18][CH2:19]2)[c:5]2[c:6]([n:7]1)[c:8]([S:12][CH3:13])[n:9][cH:10][n:11]2. Starting materials: NC1=C(C(=O)O)C=CC=C1Cl (2-amino-3-chloro benzoic acid), ClC(Cl)(OC(OC(Cl)(Cl)Cl)=O)Cl (triphosgene). The reagents and catalysts are N1=CC=CC=C1 (pyridine). Solvent: C(C)#N (acetonitrile), ClCCl (dichloromethane), O (water), hexanes. Reaction conditions: temperature 50 celsius. Product: ClC1=CC=CC2=C1NC(OC2=O)=O (8-chloro-1H-benzo[d][1,3]oxazine-2,4-dione). Isolated yield 89882.8%. RXN SMILES: [NH2:1][C:2]1[C:10]([Cl:11])=[CH:9][CH:8]=[CH:7][C:3]=1[C:4]([OH:6])=[O:5].Cl[C:13](Cl)([O:15]C(=O)OC(Cl)(Cl)Cl)Cl>C(#N)C.ClCCl.O.N1C=CC=CC=1>[Cl:11][C:10]1[C:2]2[NH:1][C:13](=[O:15])[O:5][C:4](=[O:6])[C:3]=2[CH:7]=[CH:8][CH:9]=1. Procedure details: To a stirred solution of 2-amino-3-chloro benzoic acid (10 g, 0.058 mmol) in acetonitrile (60 mL, 1 M), was added pyridine (9.4 mL, 0.117 mmol, 2 equiv), and triphosgene (17.3 g, 0.058 mmol, 1 equiv) in dichloromethane (85 mL, 0.7 M). The orange reaction solution was heated at 50° C. for two hours then cooled to room temperature. The solution was diluted with water (50 mL), and the organic and aqueous layers were separated. The aqueous layer was washed with dichloromethane (3×50 mL), and the com... Reactants: OC1=CC=C(C=C1)CCCCCCBr (6-(4-hydroxyphenyl)hexyl bromide), COC1=CC=C(C=C1)CCCCCCBr (6-(4-methoxyphenyl)hexyl bromide), B(Br)(Br)Br (boron tribromide), [I-].[K+] (potassium iodide), CCC(CC(CC)=O)=O (3,5-heptanedione), C([O-])([O-])=O.[K+].[K+] (potassium carbonate). Solvent: C(Cl)Cl (methylene dichloride), CC(=O)C (acetone). Yields the product OC1=CC=C(C=C1)CCCCCCC(C(CC)=O)C(CC)=O (4-[6-(4-hydroxyphenyl)hexyl]-3,5-heptanedione). As a reaction SMILES: [OH:1][C:2]1[CH:7]=[CH:6][C:5]([CH2:8][CH2:9][CH2:10][CH2:11][CH2:12][CH2:13]Br)=[CH:4][CH:3]=1.COC1C=CC(CCCCCCBr)=CC=1.B(Br)(Br)Br.[I-].[K+].[CH3:36][CH2:37][C:38](=[O:44])[CH2:39][C:40](=[O:43])[CH2:41][CH3:42].C(=O)([O-])[O-].[K+].[K+]>C(Cl)Cl.CC(C)=O>[OH:1][C:2]1[CH:7]=[CH:6][C:5]([CH2:8][CH2:9][CH2:10][CH2:11][CH2:12][CH2:13][CH:39]([C:38](=[O:44])[CH2:37][CH3:36])[C:40](=[O:43])[CH2:41][CH3:42])=[CH:4][CH:3]=1 |f:3.4,6.7.8|. Procedure: A suspension of 0.5 mole of 6-(4-hydroxyphenyl)hexyl bromide [pepared from 6-(4-methoxyphenyl)hexyl bromide and boron tribromide in methylene dichloride according to the procedure of Example 42f], 0.125 mole of potassium iodide, 1.15 moles of 3,5-heptanedione and 1.05 moles of powdered anhydrous potassium carbonate (dried in vacuo for two hours) in 2 liters of acetone is stirred at reflux for 24 hours. One liter of solvent is distilled off and the remainder of the reaction mixture is poured with... Starting materials: OC1=CN=C(C=C1C=O)OC (5-hydroxy-2-methoxyisonicotinaldehyde), ClC=1N=CC2=CC=CC=C2C1CCl (3-chloro-4-(chloromethyl)isoquinoline), C(=O)([O-])[O-].[K+].[K+] (K2CO3). The solvent is CN(C)C=O (DMF). Run at temperature 60 celsius. The product is ClC=1N=CC2=CC=CC=C2C1COC1=CN=C(C=C1C=O)OC (5-((3-chloroisoquinolin-4-yl)methoxy)-2-methoxyisonicotinaldehyde). Yield: 14.0%. As a reaction SMILES: [OH:1][C:2]1[C:7]([CH:8]=[O:9])=[CH:6][C:5]([O:10][CH3:11])=[N:4][CH:3]=1.[Cl:12][C:13]1[N:14]=[CH:15][C:16]2[C:21]([C:22]=1[CH2:23]Cl)=[CH:20][CH:19]=[CH:18][CH:17]=2.C([O-])([O-])=O.[K+].[K+]>CN(C=O)C>[Cl:12][C:13]1[N:14]=[CH:15][C:16]2[C:21]([C:22]=1[CH2:23][O:1][C:2]1[C:7]([CH:8]=[O:9])=[CH:6][C:5]([O:10][CH3:11])=[N:4][CH:3]=1)=[CH:20][CH:19]=[CH:18][CH:17]=2 |f:2.3.4|. Reported procedure: A mixture of 5-hydroxy-2-methoxyisonicotinaldehyde (73 mg, 0.48 mmol, 1 eq.), 3-chloro-4-(chloromethyl)isoquinoline (crude above, 0.48 mmol), and K2CO3 (265 mg, 1.92 mmol, 4 eq.) in DMF (2.0 mL) was heated at 60° C. for 1 h. The mixture was cooled, filtered, concentrated to dryness. The crude was purified on silica gel using a mixture of EtOAc and hexanes to give 5-((3-chloroisoquinolin-4-yl)methoxy)-2-methoxyisonicotinaldehyde (22 mg, 14%) as an yellow solid. 1H NMR (400 MHz; CDCl3) δ=10.19 (s,... The reactants are CCN(C(C)C)C(C)C, CC(C)O, CCc1cnc(C2OC(n3cnc4c(Cl)ncnc43)C(O)C2O)o1, Cl, NC1CCOCC1. Yields the product CCc1cnc(C2OC(n3cnc4c(NC5CCOCC5)ncnc43)C(O)C2O)o1. RXN SMILES: [CH:25]([N:26]([CH:27]([CH3:28])[CH3:29])[CH2:30][CH3:31])([CH3:32])[CH3:33].[CH:42]([OH:43])([CH3:44])[CH3:45].[Cl:1][c:2]1[c:3]2[n:4][cH:5][n:6]([CH:11]3[O:12][CH:13]([c:18]4[o:19][c:20]([CH2:23][CH3:24])[cH:21][n:22]4)[CH:14]([OH:17])[CH:15]3[OH:16])[c:7]2[n:8][cH:9][n:10]1.[ClH:34].[NH2:35][CH:36]1[CH2:37][CH2:38][O:39][CH2:40][CH2:41]1>>[c:2]1([NH:35][CH:36]2[CH2:37][CH2:38][O:39][CH2:40][CH2:41]2)[c:3]2[n:4][cH:5][n:6]([CH:11]3[O:12][CH:13]([c:18]4[o:19][c:20]([CH2:23][CH3:24])[cH:21][n:22]4)[CH:14]([OH:17])[CH:15]3[OH:16])[c:7]2[n:8][cH:9][n:10]1. Reactants: N1CC(C(=O)OCC)CCC1 (Ethyl nipecotate), C([C@@H](O)[C@H](O)C(=O)O)(=O)O (D-tartaric acid). Solvent: CCO (EtOH). Yields the product C(=O)(O)[C@@H](O)[C@H](O)C(=O)O.N1C[C@@H](C(=O)OCC)CCC1 (ethyl (S)-nipecotate D-tartrate). Isolated yield 28091.0%. RXN SMILES: [NH:1]1[CH2:11][CH2:10][CH2:9][CH:3]([C:4]([O:6][CH2:7][CH3:8])=[O:5])[CH2:2]1.[C:12]([OH:21])(=[O:20])[C@H:13]([C@@H:15]([C:17]([OH:19])=[O:18])[OH:16])[OH:14]>CCO>[C:17]([C@H:15]([C@@H:13]([C:12]([OH:21])=[O:20])[OH:14])[OH:16])([OH:19])=[O:18].[NH:1]1[CH2:11][CH2:10][CH2:9][C@H:3]([C:4]([O:6][CH2:7][CH3:8])=[O:5])[CH2:2]1 |f:3.4|. Reported procedure: Ethyl nipecotate (70.2 g, 0.446 mmol) and D-tartaric acid (67.0 g, 1.0 eq.) were dissolved in hot 95% EtOH (350 mL). The resulting solution was cooled to room temperature, filtered, and the crystals washed with ice-cold 95% EtOH. The product was then recrystallized from 95% EtOH (550 mL) to give ethyl (S)-nipecotate D-tartrate (38.5 g, 56% yield). The salt (38.5 g) was dissolved in water (300 mL), cooled to 0° C., and 3M NaOH was added until the pH was 9-10. The resulting solution was extracted ... The reactants are CC(C)(C)OC(=O)n1nc(CBr)c2cccnc21, O=C([O-])[O-], CN(C)C=O, CO, N#Cc1cc(Cl)cc(Oc2c(C(F)(F)F)cc[nH]c2=O)c1, [K+], [K+], O. The product is CC(C)(C)OC(=O)n1nc(Cn2ccc(C(F)(F)F)c(Oc3cc(Cl)cc(C#N)c3)c2=O)c2cccnc21. As a reaction SMILES: [Br:28][CH2:29][c:30]1[n:31][n:32]([C:39](=[O:40])[O:41][C:42]([CH3:43])([CH3:44])[CH3:45])[c:33]2[n:34][cH:35][cH:36][cH:37][c:38]12.[C:22](=[O:23])([O-:24])[O-:25].[CH3:46][N:47]([CH3:48])[CH:49]=[O:50].[CH3:52][OH:53].[Cl:1][c:2]1[cH:3][c:4]([C:5]#[N:6])[cH:7][c:8]([O:10][c:11]2[c:12](=[O:21])[nH:13][cH:14][cH:15][c:16]2[C:17]([F:18])([F:19])[F:20])[cH:9]1.[K+:26].[K+:27].[OH2:51]>>[Cl:1][c:2]1[cH:3][c:4]([C:5]#[N:6])[cH:7][c:8]([O:10][c:11]2[c:12](=[O:21])[n:13]([CH2:29][c:30]3[n:31][n:32]([C:39](=[O:40])[O:41][C:42]([CH3:43])([CH3:44])[CH3:45])[c:33]4[n:34][cH:35][cH:36][cH:37][c:38]34)[cH:14][cH:15][c:16]2[C:17]([F:18])([F:19])[F:20])[cH:9]1.